From a dataset of the Open Reaction Database (ORD), a public repository of structured organic reaction records. describe an organic reaction: reactants, conditions, products, and yield The reactants are N1(C=NC=C1)CCO (2-(imidazol-1-yl)ethanol), N(=NC(=O)OCC)C(=O)OCC (Diethyl azodicarboxylate), Cl.FC1=C(NC2=NC=NC3=CC(=C(C=C23)OC)O)C=C(C(=C1)C)OC(=O)OC (4-(2-fluoro-5-methoxycarbonyloxy-4-methylanilino)-7-hydroxy-6-methoxyquinazoline hydrochloride), C(C)(=O)O (Acetic acid), C1(=CC=CC=C1)P(C1=CC=CC=C1)C1=CC=CC=C1 (triphenylphosphine). Run in C(Cl)Cl (methylene chloride). Reaction conditions: time 1 hour. Yields the product FC1=C(NC2=NC=NC3=CC(=C(C=C23)OC)OCCN2C=NC=C2)C=C(C(=C1)C)OC(=O)OC (4-(2-fluoro-5-methoxycarbonyloxy-4-methylanilino)-7-(2-(imidazol-1-yl)ethoxy)-6-methoxyquinazoline). Isolated yield 76.4%. As a reaction SMILES: N(C(OCC)=O)=NC(OCC)=O.Cl.[F:14][C:15]1[CH:34]=[C:33]([CH3:35])[C:32]([O:36][C:37]([O:39][CH3:40])=[O:38])=[CH:31][C:16]=1[NH:17][C:18]1[C:27]2[C:22](=[CH:23][C:24]([OH:30])=[C:25]([O:28][CH3:29])[CH:26]=2)[N:21]=[CH:20][N:19]=1.C1(P(C2C=CC=CC=2)C2C=CC=CC=2)C=CC=CC=1.[N:60]1([CH2:65][CH2:66]O)[CH:64]=[CH:63][N:62]=[CH:61]1.C(O)(=O)C>C(Cl)Cl>[F:14][C:15]1[CH:34]=[C:33]([CH3:35])[C:32]([O:36][C:37]([O:39][CH3:40])=[O:38])=[CH:31][C:16]=1[NH:17][C:18]1[C:27]2[C:22](=[CH:23][C:24]([O:30][CH2:66][CH2:65][N:60]3[CH:64]=[CH:63][N:62]=[CH:61]3)=[C:25]([O:28][CH3:29])[CH:26]=2)[N:21]=[CH:20][N:19]=1 |f:1.2|. Reported procedure: Diethyl azodicarboxylate (160 mg, 1.4 mmol) was added to a solution of 4-(2-fluoro-5-methoxycarbonyloxy-4-methylanilino)-7-hydroxy-6-methoxyquinazoline hydrochloride (261 mg, 0.7 mmol), (prepared as described for the starting material in Example 22), triphenylphosphine (367 mg, 1.4 mmol) and 2-(imidazol-1-yl)ethanol (94 mg, 0.84 mmol), (J. Med. Chem. 1993, 25, 4052-4060), in methylene chloride (5 ml) and the mixture stirred for 1 hour at ambient temperature. Acetic acid (42 mg, 0.7 mmol) was add... Starting materials: BrC=1C(=CC2=C(CC(NN=C2C2=CC=C(C=C2)[N+](=O)[O-])C)C1)OC (7-bromo-8-methoxy-4-methyl-1-(4-nitrophenyl)-4,5-dihydro-3H-2,3-benzodiazepine). The solvent is C(CC)(=O)OC(CC)=O (propionic acid anhydride), O (water). Conditions: time 3 hour. Product: BrC=1C(=CC2=C(C=C(N(N=C2C2=CC=C(C=C2)[N+](=O)[O-])C(CC)=O)C)C1)OC (7-bromo-8-methoxy-4-methyl-1-(4-nitrophenyl)-3-propionyl-3H-2,3-benzodiazepine). Isolated yield 140.3%. Reaction SMILES: [Br:1][C:2]1[C:3]([O:23][CH3:24])=[CH:4][C:5]2[C:11]([C:12]3[CH:17]=[CH:16][C:15]([N+:18]([O-:20])=[O:19])=[CH:14][CH:13]=3)=[N:10][NH:9][CH:8]([CH3:21])[CH2:7][C:6]=2[CH:22]=1>C(OC(=O)CC)(=O)CC.O>[Br:1][C:2]1[C:3]([O:23][CH3:24])=[CH:4][C:5]2[C:11]([C:12]3[CH:17]=[CH:16][C:15]([N+:18]([O-:20])=[O:19])=[CH:14][CH:13]=3)=[N:10][N:9]([C:3](=[O:23])[CH2:2][CH3:22])[C:8]([CH3:21])=[CH:7][C:6]=2[CH:22]=1. Procedure details: 0.67 g (1.7 mmol) of 7-bromo-8-methoxy-4-methyl-1-(4-nitrophenyl)-4,5-dihydro-3H-2,3-benzodiazepine (Example 4, Step A) is suspended in 3.35 ml of propionic acid anhydride and stirred for 3 hours at room temperature. The mixture is diluted with water, and the product is filtered. After washing with water and drying by column chromatography, the crude product is purified (silica gel, eluant benzene:ethyl acetate: 4:0.2). 0.53 g (70%) of 7-bromo-8-methoxy-4-methyl-1-(4-nitrophenyl)-3-propionyl-3H-... The reactants are C(CCC)[Li] (n-butyllithium), COC=1C=C(C=O)C=C(C1OC)[N+](=O)[O-] (3,4-dimethoxy-5-nitrobenzaldehyde), S(O)(O)(=O)=O (sulphuric acid). The solvent is O1CCCC1 (tetrahydrofuran), O1CCCC1 (tetrahydrofuran). Conditions: time 30 minute. The product is COC=1C=C(C=C(C1OC)[N+](=O)[O-])C(O)C=1SC=CC1 (α-(3,4-dimethoxy-5-nitrophenyl)-2-thiophenemethanol). RXN SMILES: [CH2:1]([Li])[CH2:2][CH2:3][CH3:4].[CH3:6][O:7][C:8]1[CH:9]=[C:10]([CH:13]=[C:14]([N+:18]([O-:20])=[O:19])[C:15]=1[O:16][CH3:17])[CH:11]=[O:12].[S:21](=O)(=O)(O)O>O1CCCC1>[CH3:6][O:7][C:8]1[CH:9]=[C:10]([CH:11]([C:1]2[S:21][CH:4]=[CH:3][CH:2]=2)[OH:12])[CH:13]=[C:14]([N+:18]([O-:20])=[O:19])[C:15]=1[O:16][CH3:17]. Reported procedure: 18.8 ml of n-butyllithium solution (1.6M in hexane) are added dropwise at -50° within 10 minutes to 4.03 g of thiophone dissolved in 40 ml of tetrahydrofuran. After stirring at -50° for 30 minutes 6.3 g of 3,4-dimethoxy-5-nitrobenzaldehyde dissolved in 100 ml of tetrahydrofuran are added dropwise within 30 minutes. The reaction mixture is stirred at -50° for 1 hour at 0° for 30 minutes and poured into 100 ml of 2N sulphuric acid. The mixture is extracted three times with 100 ml of ether each tim...